From a dataset of the Open Reaction Database (ORD), a public repository of structured organic reaction records. describe an organic reaction: reactants, conditions, products, and yield Starting materials: O=C(O)c1ccc(C(F)(F)F)cc1C1CC1, Cl, Cl, NC1CCCCC1N1CCCC1. Product: O=C(NC1CCCCC1N1CCCC1)c1ccc(C(F)(F)F)cc1C1CC1. As a reaction SMILES: [CH:15]1([c:18]2[c:19]([C:20](=[O:21])[OH:22])[cH:23][cH:24][c:25]([C:27]([F:28])([F:29])[F:30])[cH:26]2)[CH2:16][CH2:17]1.[ClH:1].[ClH:2].[N:3]1([CH:8]2[CH:9]([NH2:14])[CH2:10][CH2:11][CH2:12][CH2:13]2)[CH2:4][CH2:5][CH2:6][CH2:7]1>>[N:3]1([CH:8]2[CH:9]([NH:14][C:20]([c:19]3[c:18]([CH:15]4[CH2:16][CH2:17]4)[cH:26][c:25]([C:27]([F:28])([F:29])[F:30])[cH:24][cH:23]3)=[O:21])[CH2:10][CH2:11][CH2:12][CH2:13]2)[CH2:4][CH2:5][CH2:6][CH2:7]1. Starting materials: C(C)(C)N1N=CN=C1C=1SC=2CCOC3=C(C2N1)C=CC(=C3)CO ([2-(2-isopropyl-2H-[1,2,4]triazol-3-yl)-4,5-dihydro-6-oxa-3-thia-1-aza-benzo[e]azulen-8-yl]-methanol), CC(=O)OI1(C=2C=CC=CC2C(=O)O1)(OC(=O)C)OC(=O)C (Dess-Martin periodinane). Run in C(Cl)Cl (DCM), C(Cl)Cl (DCM). Run at time 5 hour. The product is C(C)(C)N1N=CN=C1C=1SC=2CCOC3=C(C2N1)C=CC(=C3)C=O (2-(2-Isopropyl-2H-[1,2,4]triazol-3-yl)-4,5-dihydro-6-oxa-3-thia-1-aza-benzo[e]azulene-8-carbaldehyde). The yield is 103.0%. Reaction SMILES: [CH:1]([N:4]1[C:8]([C:9]2[S:10][C:11]3[CH2:12][CH2:13][O:14][C:15]4[CH:22]=[C:21]([CH2:23][OH:24])[CH:20]=[CH:19][C:16]=4[C:17]=3[N:18]=2)=[N:7][CH:6]=[N:5]1)([CH3:3])[CH3:2].CC(OI1(OC(C)=O)(OC(C)=O)OC(=O)C2C=CC=CC1=2)=O>C(Cl)Cl>[CH:1]([N:4]1[C:8]([C:9]2[S:10][C:11]3[CH2:12][CH2:13][O:14][C:15]4[CH:22]=[C:21]([CH:23]=[O:24])[CH:20]=[CH:19][C:16]=4[C:17]=3[N:18]=2)=[N:7][CH:6]=[N:5]1)([CH3:3])[CH3:2]. Reported procedure: To a solution of [2-(2-isopropyl-2H-[1,2,4]triazol-3-yl)-4,5-dihydro-6-oxa-3-thia-1-aza-benzo[e]azulen-8-yl]-methanol (713 mg, 2.1 mmol) in DCM (25 mL) was added Dess-Martin periodinane (1,1,1-Triacetoxy-1,1-dihydro-1,2-benziodoxol-3(1H)-one, 971 mg, 2.3 mmol) portionwise. The reaction mixture was stirred for 5 h then diluted with DCM (50 mL) and washed with an aqueous saturated sodium bicarbonate solution (×3). The organic layer was dried (MgSO4) and concentrated in vacuo. The resultant residue...